From a dataset of the Open Reaction Database (ORD), a public repository of structured organic reaction records. describe an organic reaction: reactants, conditions, products, and yield The reactants are C(C)(C)(C)C1=CC=C(C=C1)N=C=O (4-Tert-butylphenyl isocyanate), CC1C2(CC(=NO2)C2=CC=CC=C2)CCNC1 (6-methyl-3-phenyl-1-oxa-2,8-diazaspiro[4.5]dec-2-ene), Cl (HCl). Run in C1CCOC1 (THF). Reaction conditions: time 2 hour. Yields the product C(C)(C)(C)C1=CC=C(C=C1)NC(=O)N1CC(C2(CC(=NO2)C2=CC=CC=C2)CC1)C (6-Methyl-3-phenyl-1-oxa-2,8-diazaspiro[4.5]dec-2-ene-8-carboxylic acid-(4-tert-butylphenyl)amide). RXN SMILES: [C:1]([C:5]1[CH:10]=[CH:9][C:8]([N:11]=[C:12]=[O:13])=[CH:7][CH:6]=1)([CH3:4])([CH3:3])[CH3:2].[CH3:14][CH:15]1[CH2:30][NH:29][CH2:28][CH2:27][C:16]21[O:20][N:19]=[C:18]([C:21]1[CH:26]=[CH:25][CH:24]=[CH:23][CH:22]=1)[CH2:17]2.Cl>C1COCC1>[C:1]([C:5]1[CH:10]=[CH:9][C:8]([NH:11][C:12]([N:29]2[CH2:28][CH2:27][C:16]3([O:20][N:19]=[C:18]([C:21]4[CH:22]=[CH:23][CH:24]=[CH:25][CH:26]=4)[CH2:17]3)[CH:15]([CH3:14])[CH2:30]2)=[O:13])=[CH:7][CH:6]=1)([CH3:4])([CH3:2])[CH3:3]. Procedure details: 4-Tert-butylphenyl isocyanate [260 mg, 1.48 mmol, dissolved in abs. THF (1 ml)] was added to a solution of compound U (320 mg crude product, approx. 1.39 mmol) in abs. THF (20 ml) under argon at RT within 10 min. The mixture was stirred for two hours and then mixed with 2N HCl solution (10 ml). The acidic reaction mixture was stirred for 10 min and then extracted with EtOAc (3×20 ml). The combined organic phases were washed with sat. NaHCO3 solution (10 ml), dried over Na2SO4 and concentrated to... The reactants are COC(=O)C(C#N)C(C)C(=O)c1ccccc1C(F)(F)F, O=CO, ClCCl. Product: COC(=O)C1CNC(c2ccccc2C(F)(F)F)=C1C. As a reaction SMILES: [CH3:1][O:2][C:3]([CH:4]([CH:5]([C:6]([c:7]1[c:8]([C:13]([F:14])([F:15])[F:16])[cH:9][cH:10][cH:11][cH:12]1)=[O:17])[CH3:18])[C:19]#[N:20])=[O:21].[CH:22]([OH:23])=[O:24].[Cl:25][CH2:26][Cl:27]>>[CH3:1][O:2][C:3]([CH:4]1[C:5]([CH3:18])=[C:6]([c:7]2[c:8]([C:13]([F:14])([F:15])[F:16])[cH:9][cH:10][cH:11][cH:12]2)[NH:20][CH2:19]1)=[O:21].